Task: describe an organic reaction: reactants, conditions, products, and yield. Dataset: the Open Reaction Database (ORD), a public repository of structured organic reaction records Reactants: O (water), ON=C(C1=CC(=C(C=C1)C)[N+](=O)[O-])N (N′-hydroxy-4-methyl-3-nitrobenzimidamide), CCN(C(C)C)C(C)C (DIEA), ClC(Cl)(OC(OC(Cl)(Cl)Cl)=O)Cl (triphosgene). Run in O1CCCC1 (tetrahydrofuran), O1CCCC1 (tetrahydrofuran). Conditions: time 1 hour. Product: CC1=C(C=C(C=C1)C1=NOC(N1)=O)[N+](=O)[O-] (3-(4-methyl-3-nitrophenyl)-1,2,4-oxadiazol-5(4H)-one), ( 106 ). Reaction SMILES: [OH:1][N:2]=[C:3]([NH2:14])[C:4]1[CH:9]=[CH:8][C:7]([CH3:10])=[C:6]([N+:11]([O-:13])=[O:12])[CH:5]=1.CCN(C(C)C)C(C)C.Cl[C:25](Cl)([O:27]C(=O)OC(Cl)(Cl)Cl)Cl.O>O1CCCC1>[CH3:10][C:7]1[CH:8]=[CH:9][C:4]([C:3]2[NH:14][C:25](=[O:27])[O:1][N:2]=2)=[CH:5][C:6]=1[N+:11]([O-:13])=[O:12]. Reported procedure: To a solution of (Z)—N′-hydroxy-4-methyl-3-nitrobenzimidamide (27) (30 g, 153.71 mmol, 1.00 equiv) and DIEA (39.7 g, 307.18 mmol, 2.00 equiv) in tetrahydrofuran (300 mL) was added dropwise to a solution of triphosgene (18.2 g) in tetrahydrofuran (50 mL). The reaction was stirred for 1 hour at room temperature then heated to reflux for an additional hour. The resulting solution was poured into 500 mL of water and extracted with 3×300 mL of ethyl acetate. The combined organic layers were washed wi... The product is CCNC(=O)COC(c1cccc(Cl)c1)C1CCCN(C(=O)NC(CC2CCCCC2)CN(C)C(=O)OC(C)(C)C)C1. The reactants are O=C(n1ccnc1)n1ccnc1, CCN(C(C)C)C(C)C, CCNC(=O)COC(c1cccc(Cl)c1)C1CCCNC1, ClCCl, CN(CC(N)CC1CCCCC1)C(=O)OC(C)(C)C. Reaction SMILES: [C:20](=[O:21])([n:22]1[cH:23][cH:24][n:25][cH:26]1)[n:27]1[cH:28][cH:29][n:30][cH:31]1.[CH:32]([N:33]([CH2:34][CH3:35])[CH:36]([CH3:37])[CH3:38])([CH3:39])[CH3:40].[Cl:41][c:42]1[cH:43][c:44]([CH:48]([O:49][CH2:50][C:51](=[O:52])[NH:53][CH2:54][CH3:55])[CH:56]2[CH2:57][NH:58][CH2:59][CH2:60][CH2:61]2)[cH:45][cH:46][cH:47]1.[Cl:62][CH2:63][Cl:64].[NH2:1][CH:2]([CH2:3][N:4]([C:5]([O:6][C:7]([CH3:8])([CH3:9])[CH3:10])=[O:11])[CH3:12])[CH2:13][CH:14]1[CH2:15][CH2:16][CH2:17][CH2:18][CH2:19]1>>[NH:1]([CH:2]([CH2:3][N:4]([C:5]([O:6][C:7]([CH3:8])([CH3:9])[CH3:10])=[O:11])[CH3:12])[CH2:13][CH:14]1[CH2:15][CH2:16][CH2:17][CH2:18][CH2:19]1)[C:20](=[O:21])[N:58]1[CH2:57][CH:56]([CH:48]([c:44]2[cH:43][c:42]([Cl:41])[cH:47][cH:46][cH:45]2)[O:49][CH2:50][C:51](=[O:52])[NH:53][CH2:54][CH3:55])[CH2:61][CH2:60][CH2:59]1. The reactants are SC=1N(C=CN1)C (2-Mercapto-1-methylimidazole), C1CCOC1 (THF), [OH-].[Na+] (NaOH), OO (H2O2), Cl (HCl), OO (hydrogen peroxide), starch iodine, ClC1=CC=C(C(=O)C=2C(N(C3=CC=CC=C3C2C2=CC(=CC=C2)C#CCCOC(C2=CC=CC=C2)(C2=CC=CC=C2)C2=CC=CC=C2)C)=O)C=C1 ((4-chloro-benzoyl)-1-methyl-4-[3-(4-trityloxy-but-1-ynyl)-phenyl]-1H-quinolin-2-one), C1CCOC1 (THF), solution, C(CCC)[Li] (n-butyllithium), S(=O)([O-])[O-].[Na+].[Na+] (Sodium sulfite). The solvent is N#N (N2), C(C)(=O)O (acetic acid), CO.C(Cl)Cl (MeOH DCM), hexanes, O (water). Reaction conditions: temperature -78 celsius, time 1 hour. Product: ClC1=CC=C(C=C1)C(C=1C=C2C(=CC(N(C2=CC1)C)=O)C1=CC(=CC=C1)C#CCCO)(C=1N(C=NC1)C)O (6-[(4-Chloro-phenyl)-hydroxy-(3-methyl-3H-imidazol-4-yl)-methyl]-4-[3-(4-hydroxy-but-1-ynyl)-phenyl]-1-methyl-1H-quinolin-2-one). Reaction SMILES: S[C:2]1[N:3]([CH3:7])[CH:4]=[CH:5][N:6]=1.[CH2:8]([Li])[CH2:9][CH2:10]C.ClC1C=CC(C([C:20]2[C:21](=[O:61])[N:22]([CH3:60])[C:23]3[C:28]([C:29]=2[C:30]2[CH:35]=[CH:34][CH:33]=[C:32]([C:36]#[C:37][CH2:38][CH2:39][O:40]C(C4C=CC=CC=4)(C4C=CC=CC=4)C4C=CC=CC=4)[CH:31]=2)=[CH:27][CH:26]=[CH:25][CH:24]=3)=O)=CC=1.OO.[OH-].[Na+].S([O-])([O-])=O.[Na+].[Na+].[ClH:74].[CH2:75]1[CH2:79][O:78][CH2:77][CH2:76]1>N#N.C(O)(=O)C.CO.C(Cl)Cl.O>[Cl:74][C:8]1[CH:77]=[CH:76][C:75]([C:79]([OH:78])([C:4]2[N:3]([CH3:7])[CH:2]=[N:6][CH:5]=2)[C:26]2[CH:27]=[C:28]3[C:23](=[CH:24][CH:25]=2)[N:22]([CH3:60])[C:21](=[O:61])[CH:20]=[C:29]3[C:30]2[CH:35]=[CH:34][CH:33]=[C:32]([C:36]#[C:37][CH2:38][CH2:39][OH:40])[CH:31]=2)=[CH:10][CH:9]=1 |f:4.5,6.7.8,13.14|. Procedure: 2-Mercapto-1-methylimidazole (400 mg, 3.50 mMol) was dissolved in anhydrous THF (7.0 mL) under a stream of dry N2. The solution was then cooled to −78° C. and a solution of 2.8 mL of a 2.5 M solution of n-butyllithium in hexanes was then added. After the addition was complete, the reaction mixture was warmed to ambient temperature and stirred at this temperature for 1 hour. The reaction mixture was then cooled to −78° C. and a solution of (4-chloro-benzoyl)-1-methyl-4-[3-(4-trityloxy-but-1-ynyl)... The reactants are NC1=NC=2C=C(C=NC2C2=C1N=C(N2CC(C)C)CON=C(C)C)Br (acetone O-{[4-amino-7-bromo-1-(2-methylpropyl)-1H-imidazo[4,5-c][1,5]naphthyridin-2-yl]methyl}oxime), C1(=CC=CC=C1)B(O)O (phenylboronic acid), C([O-])([O-])=O.[Na+].[Na+] (sodium carbonate). The reagents and catalysts are C(C)(=O)[O-].[Pd+2].C(C)(=O)[O-] (Palladium(II) acetate), C1(=CC=CC=C1)P(C1=CC=CC=C1)C1=CC=CC=C1 (triphenylphosphine). Run at temperature 100 celsius. Product: NC1=NC=2C=C(C=NC2C2=C1N=C(N2CC(C)C)CON=C(C)C)C2=CC=CC=C2 (acetone O-{[4-amino-1-(2-methylpropyl)-7-phenyl-1H-imidazo[4,5-c][1,5]naphthyridin-2-yl]methyl}oxime). Isolated yield 43.5%. As a reaction SMILES: [NH2:1][C:2]1[C:11]2[N:12]=[C:13]([CH2:19][O:20][N:21]=[C:22]([CH3:24])[CH3:23])[N:14]([CH2:15][CH:16]([CH3:18])[CH3:17])[C:10]=2[C:9]2[N:8]=[CH:7][C:6](Br)=[CH:5][C:4]=2[N:3]=1.[C:26]1(B(O)O)[CH:31]=[CH:30][CH:29]=[CH:28][CH:27]=1.C(=O)([O-])[O-].[Na+].[Na+]>C([O-])(=O)C.[Pd+2].C([O-])(=O)C.C1(P(C2C=CC=CC=2)C2C=CC=CC=2)C=CC=CC=1>[NH2:1][C:2]1[C:11]2[N:12]=[C:13]([CH2:19][O:20][N:21]=[C:22]([CH3:24])[CH3:23])[N:14]([CH2:15][CH:16]([CH3:18])[CH3:17])[C:10]=2[C:9]2[N:8]=[CH:7][C:6]([C:26]3[CH:31]=[CH:30][CH:29]=[CH:28][CH:27]=3)=[CH:5][C:4]=2[N:3]=1 |f:2.3.4,5.6.7|. Reported procedure: A flask containing mixture of acetone O-{[4-amino-7-bromo-1-(2-methylpropyl)-1H-imidazo[4,5-c][1,5]naphthyridin-2-yl]methyl}oxime (prepared as described in Example 96, 1.16 g, 2.86 mmol), phenylboronic acid (0.42 g, 3.43 mmol), triphenylphosphine (7 mg, 0.026 mmol), 2 M aqueous sodium carbonate (4.3 mL, 8.58 mmol), and 5:1 propanol/water (18 mL) was evacuated under reduced pressure and back-filled with nitrogen gas. Palladium(II) acetate (2 mg, 0.009 mmol) was added, and the flask was again evac... Reactants: S(=O)(Cl)Cl (thionyl chloride), ice water, C1(CC1)C(C)N (1-cyclopropylethylamine), [N+](=O)([O-])C=1C=C2C(=NC1)C(=O)OC2=O (5-nitropyridine-2,3-dicarboxylic anhydride). Solvent: ClCCCl (1,2-dichloroethane), C(Cl)Cl (methylene chloride). Run at temperature 25 celsius, time 8 minute. The product is C1(CC1)C(C)N1C(=O)C2=NC=C(C=C2C1=O)[N+](=O)[O-] (N-1-(Cyclopropyl)ethyl-5-nitropyridine-2,3-dicarboximide). Reaction SMILES: [CH:1]1([CH:4]([NH2:6])[CH3:5])[CH2:3][CH2:2]1.[N+:7]([C:10]1[CH:11]=[C:12]2[C:19](=O)[O:18][C:16](=[O:17])[C:13]2=[N:14][CH:15]=1)([O-:9])=[O:8].S(Cl)(Cl)=O>ClCCCl.C(Cl)Cl>[CH:1]1([CH:4]([N:6]2[C:19](=[O:18])[C:12]3[C:13](=[N:14][CH:15]=[C:10]([N+:7]([O-:9])=[O:8])[CH:11]=3)[C:16]2=[O:17])[CH3:5])[CH2:3][CH2:2]1. Procedure details: 11.2 g (0.132 mol) of 1-cyclopropylethylamine were added to a mixture of 22.3 g (0.115 mol) of 5-nitropyridine-2,3-dicarboxylic anhydride in 150 ml of 1,2-dichloroethane at 25a° C with stirring in the course of 8 minutes and the mixture was stirred at 70° C. for 3 hours. After cooling to 25° C., 19.6 g (0.165 mol) of thionyl chloride were added with stirring in the course of 10 minutes and the mixture was stirred at 25° C. for 10 hours and at 70° C for 11/2 hours. The reaction mixture was dilute... Reaction SMILES: O1CCOCC1.Cl.[CH2:8]([N:15]1[CH2:20][CH2:19][CH:18]([NH:21][C:22](=[O:32])[CH2:23][NH:24]C(OC(C)(C)C)=O)[CH2:17][CH2:16]1)[C:9]1[CH:14]=[CH:13][CH:12]=[CH:11][CH:10]=1>CO>[CH2:8]([N:15]1[CH2:16][CH2:17][CH:18]([NH:21][C:22](=[O:32])[CH2:23][NH2:24])[CH2:19][CH2:20]1)[C:9]1[CH:10]=[CH:11][CH:12]=[CH:13][CH:14]=1. Solvent: CO (methanol). Yields the product C(C1=CC=CC=C1)N1CCC(CC1)NC(CN)=O (1-benzyl-4-(glycylamino)piperidine). Procedure: A 4 M dioxane solution of HCl was added to a methanol (80 mL) solution of 1-benzyl-4-[N-(tert-butoxycarbonyl)glycyl]aminopiperidine (6.59 g). The resulting solution was stirred at room temperature for 2 hours and concentrated. A 2 M aqueous solution of NaOH (20 mL) was then added to the solution. The resulting mixture was extracted with dichloromethane (40 mL). The extracts were combined, dried over anhydrous sodium sulfate and concentrated. The obtained crude product was purified by column chro... Run at time 2 hour. The reactants are O1CCOCC1 (dioxane), Cl (HCl), C(C1=CC=CC=C1)N1CCC(CC1)NC(CNC(=O)OC(C)(C)C)=O (1-benzyl-4-[N-(tert-butoxycarbonyl)glycyl]aminopiperidine). The reactants are O=C([O-])[O-], CC(C)=O, Cl, N#CC(C#N)CC(F)(F)C(F)(F)F, FC(F)(F)C(F)(F)C(F)(F)CCI, [K+], [K+]. The product is N#CC(C#N)(CCC(F)(F)C(F)(F)C(F)(F)F)CC(F)(F)C(F)(F)F. As a reaction SMILES: [C:27](=[O:28])([O-:29])[O-:30].[CH3:34][C:35](=[O:36])[CH3:37].[ClH:33].[F:1][C:2]([CH2:3][CH:4]([C:5]#[N:6])[C:7]#[N:8])([C:9]([F:10])([F:11])[F:12])[F:13].[I:14][CH2:15][CH2:16][C:17]([C:18]([C:19]([F:20])([F:21])[F:22])([F:23])[F:24])([F:25])[F:26].[K+:31].[K+:32]>>[F:1][C:2]([CH2:3][C:4]([C:5]#[N:6])([C:7]#[N:8])[CH2:15][CH2:16][C:17]([C:18]([C:19]([F:20])([F:21])[F:22])([F:23])[F:24])([F:25])[F:26])([C:9]([F:10])([F:11])[F:12])[F:13]. Starting materials: ClCC(=O)NC1=C(C=CC=C1OC)OC (alpha-chloro-N-(2,6-dimethoxyphenyl)acetamide), ClCOC ((chloromethyl)methyl ether), [OH-].[Na+] (sodium hydroxide). Reagents/catalysts: [Br-].C(C1=CC=CC=C1)[N+](CC)(CC)CC (benzyltriethylammonium bromide). The solvent is C(Cl)Cl (methylene chloride). Reaction conditions: temperature 40 celsius, time 1 hour. Yields the product ClCC(=O)N(C1=C(C=CC=C1OC)OC)COC (alpha-chloro-N-(methoxymethyl)-N-(2,6-dimethoxyphenyl)acetamide). Isolated yield 90.0%. Reaction SMILES: [Cl:1][CH2:2][C:3]([NH:5][C:6]1[C:11]([O:12][CH3:13])=[CH:10][CH:9]=[CH:8][C:7]=1[O:14][CH3:15])=[O:4].Cl[CH2:17][O:18][CH3:19].[OH-].[Na+]>[Br-].C([N+](CC)(CC)CC)C1C=CC=CC=1.C(Cl)Cl>[Cl:1][CH2:2][C:3]([N:5]([CH2:17][O:18][CH3:19])[C:6]1[C:11]([O:12][CH3:13])=[CH:10][CH:9]=[CH:8][C:7]=1[O:14][CH3:15])=[O:4] |f:2.3,4.5|. Procedure details: To a mixture containing alpha-chloro-N-(2,6-dimethoxyphenyl)acetamide (11.0 g; 0.048 mole), 10 ml. of (chloromethyl)methyl ether and 3.0 g. of benzyltriethylammonium bromide in 100 ml. of methylene chloride was added 50 ml. of a 50% sodium hydroxide solution. The temperature of the reaction mixture increased to 40° C. The reaction mixture was stirred for 1 hour after which time the layers were separated, and the organic methylene chloride layer was concentrated in vacuo yielding a white solid. T...